This data is from the Open Reaction Database (ORD), a public repository of structured organic reaction records. The task is: describe an organic reaction: reactants, conditions, products, and yield Reported procedure: Thionyl chloride (2ml) was added slowly to a solution of (S)-2-(2-hydroxyethyl)-1-(4-methoxyphenethyl)pyrrolidine (see Preparation 9) (3.0 g) in dichloromethane (30 ml). The mixture was heated under reflux for 2 hours and evaporated under reduced pressure to give the title compound as a brown oil, (4.15 g), which was characterised by NMR and used directly in Example 5 without further purification. Solvent: ClCCl (dichloromethane). Yields the product Cl.ClCC[C@H]1N(CCC1)CCC1=CC=C(C=C1)OC ((S)-2-(2-Chloroethyl)-1-(4-methoxyphenethyl)pyrrolidine hydrochloride). The reactants are S(=O)(Cl)Cl (Thionyl chloride), OCC[C@H]1N(CCC1)CCC1=CC=C(C=C1)OC ((S)-2-(2-hydroxyethyl)-1-(4-methoxyphenethyl)pyrrolidine). Reaction SMILES: S(Cl)([Cl:3])=O.O[CH2:6][CH2:7][C@@H:8]1[CH2:12][CH2:11][CH2:10][N:9]1[CH2:13][CH2:14][C:15]1[CH:20]=[CH:19][C:18]([O:21][CH3:22])=[CH:17][CH:16]=1>ClCCl>[ClH:3].[Cl:3][CH2:6][CH2:7][C@@H:8]1[CH2:12][CH2:11][CH2:10][N:9]1[CH2:13][CH2:14][C:15]1[CH:20]=[CH:19][C:18]([O:21][CH3:22])=[CH:17][CH:16]=1 |f:3.4|. Starting materials: C(Cl)Cl (CH2Cl2), BrC1=C2C=NC(=NC2=C(C=C1)OC1CCN(CC1)C(=O)OC(C)(C)C)NC1=CC(=C(C=C1)N1CCOCC1)Cl (tert-butyl 4-(5-bromo-2-(3-chloro-4-morpholinophenylamino) quinazolin-8-yloxy)piperidine-1-carboxylate), C([O-])([O-])=O.[Na+].[Na+] (sodium carbonate), CB1OB(OB(O1)C)C (trimethylboroxine), Pd (dppf)2Cl2. The solvent is CN(C)C=O (DMF). Reaction conditions: time 10 minute. Yields the product ClC=1C=C(C=CC1N1CCOCC1)NC1=NC2=C(C=CC(=C2C=N1)C)OC1CCN(CC1)C(=O)OC(C)(C)C (tert-butyl 4-(2-(3-chloro-4-morpholinophenylamino)-5-methylquinazolin-8-yloxy)piperidine-1-carboxylate). As a reaction SMILES: Br[C:2]1[CH:11]=[CH:10][C:9]([O:12][CH:13]2[CH2:18][CH2:17][N:16]([C:19]([O:21][C:22]([CH3:25])([CH3:24])[CH3:23])=[O:20])[CH2:15][CH2:14]2)=[C:8]2[C:3]=1[CH:4]=[N:5][C:6]([NH:26][C:27]1[CH:32]=[CH:31][C:30]([N:33]3[CH2:38][CH2:37][O:36][CH2:35][CH2:34]3)=[C:29]([Cl:39])[CH:28]=1)=[N:7]2.[C:40](=O)([O-])[O-].[Na+].[Na+].CB1OB(C)OB(C)O1.C(Cl)Cl>CN(C=O)C>[Cl:39][C:29]1[CH:28]=[C:27]([NH:26][C:6]2[N:5]=[CH:4][C:3]3[C:8](=[C:9]([O:12][CH:13]4[CH2:14][CH2:15][N:16]([C:19]([O:21][C:22]([CH3:25])([CH3:24])[CH3:23])=[O:20])[CH2:17][CH2:18]4)[CH:10]=[CH:11][C:2]=3[CH3:40])[N:7]=2)[CH:32]=[CH:31][C:30]=1[N:33]1[CH2:38][CH2:37][O:36][CH2:35][CH2:34]1 |f:1.2.3|. Procedure: To a solution of tert-butyl 4-(5-bromo-2-(3-chloro-4-morpholinophenylamino) quinazolin-8-yloxy)piperidine-1-carboxylate (See example 45 for synthesis) (1 eq) in DMF was added 2M sodium carbonate solution, trimethylboroxine (3 eq) and Pd (dppf)2Cl2.CH2Cl2 (0.05 eq). The reaction mixture was micro waved for 10 min at 120° C. The reaction mixture was then partitioned between ethyl acetate and water. The organic layer was washed with brine, dried, concentrated and purified by semi-preparative HPLC t... Product: Cc1nc2c3c(ccn2c1C)C(=O)C(C)(O)C(c1ccccc1)N3. RXN SMILES: [CH2:37]([N+:38]([CH2:39][CH2:40][CH2:41][CH3:42])([CH2:43][CH2:44][CH2:45][CH3:46])[CH2:47][CH2:48][CH2:49][CH3:50])[CH2:51][CH2:52][CH3:53].[CH3:1][c:2]1[n:3][c:4]2[n:5]([cH:6][cH:7][c:8]3[c:13]2[NH:12][CH:11]([c:14]2[cH:15][cH:16][cH:17][cH:18][cH:19]2)[CH:10]([OH:20])[C:9]3=[O:21])[c:22]1[CH3:23].[CH3:26][I:27].[Cl:29][CH2:30][Cl:31].[ClH:28].[Na+:25].[OH-:24].[S:32]([O-:33])([OH:34])(=[O:35])=[O:36]>>[CH3:1][c:2]1[n:3][c:4]2[n:5]([cH:6][cH:7][c:8]3[c:13]2[NH:12][CH:11]([c:14]2[cH:15][cH:16][cH:17][cH:18][cH:19]2)[C:10]([OH:20])([CH3:26])[C:9]3=[O:21])[c:22]1[CH3:23]. The reactants are CCCC[N+](CCCC)(CCCC)CCCC, Cc1nc2c3c(ccn2c1C)C(=O)C(O)C(c1ccccc1)N3, CI, ClCCl, Cl, [Na+], [OH-], O=S(=O)([O-])O.